Dataset: the Open Reaction Database (ORD), a public repository of structured organic reaction records. Task: describe an organic reaction: reactants, conditions, products, and yield Reactants: NC1=C2C(=NC=N1)N(N=C2C2=CC(=CC(=C2)O)F)C(C)C=2OC(C1=CC=CC=C1C2C2=CN=CS2)=O (3-(1-(4-amino-3-(3-fluoro-5-hydroxyphenyl)-1H-pyrazolo[3,4-d]pyrimidin-1-yl)ethyl)-4-(thiazol-5-yl)-1H-isochromen-1-one), N1C=NC=C1 (IMIDAZOLE), CC(C)(C)[Si](C)(C)Cl (TBDMSCl). Run in CN(C)C=O (DMF). Run at time 8 hour. Product: NC1=C2C(=NC=N1)N(N=C2C2=CC(=CC(=C2)F)O[Si](C)(C)C(C)(C)C)C(C)C=2OC(C1=CC=CC=C1C2C2=CN=CS2)=O (3-(1-(4-amino-3-(3-((tert-butyldimethylsilyl)oxy)-5-fluorophenyl)-1H-pyrazolo[3,4-d]pyrimidin-1-yl)ethyl)-4-(thiazol-5-yl)-1H-isochromen-1-one). Isolated yield 65.9%. As a reaction SMILES: [NH2:1][C:2]1[N:7]=[CH:6][N:5]=[C:4]2[N:8]([CH:19]([C:21]3[O:22][C:23](=[O:36])[C:24]4[C:29]([C:30]=3[C:31]3[S:35][CH:34]=[N:33][CH:32]=3)=[CH:28][CH:27]=[CH:26][CH:25]=4)[CH3:20])[N:9]=[C:10]([C:11]3[CH:16]=[C:15]([OH:17])[CH:14]=[C:13]([F:18])[CH:12]=3)[C:3]=12.N1C=CN=C1.[CH3:42][C:43]([Si:46](Cl)([CH3:48])[CH3:47])([CH3:45])[CH3:44]>CN(C=O)C>[NH2:1][C:2]1[N:7]=[CH:6][N:5]=[C:4]2[N:8]([CH:19]([C:21]3[O:22][C:23](=[O:36])[C:24]4[C:29]([C:30]=3[C:31]3[S:35][CH:34]=[N:33][CH:32]=3)=[CH:28][CH:27]=[CH:26][CH:25]=4)[CH3:20])[N:9]=[C:10]([C:11]3[CH:12]=[C:13]([F:18])[CH:14]=[C:15]([O:17][Si:46]([C:43]([CH3:45])([CH3:44])[CH3:42])([CH3:48])[CH3:47])[CH:16]=3)[C:3]=12. Procedure: To a solution of 3-(1-(4-amino-3-(3-fluoro-5-hydroxyphenyl)-1H-pyrazolo[3,4-d]pyrimidin-1-yl)ethyl)-4-(thiazol-5-yl)-1H-isochromen-1-one (260 mg, 0.519 mmol) in dry DMF (10 ml), IMIDAZOLE (0.137 ml, 2.078 mmol) and TBDMSCl (0.270 ml, 1.558 mmol) were added and the solution stirred overnight. DMF was removed and residue was dissolved in DCM (50 mL) was washed with 0.5 N HCl aqueous solution. Organic phase was dried and solvent was removed. Crude was purified by silica gel flash chromatography (SN... Starting materials: S(=O)(Cl)Cl (thionyl chloride), COC1=CC(=C(C=C1)S(=O)(=O)[O-])C(=O)OC.[Na+] (Sodium 4-methoxy-2-(methoxycarbonyl)benzenesulfonate), CN(C=O)C (dimethylformamide). Reaction conditions: time 0.5 hour. Product: ClS(=O)(=O)C1=C(C(=O)OC)C=CC(=C1)OC (Methyl 2-(chlorosulfonyl)-4-methoxybenzoate). As a reaction SMILES: S(Cl)([Cl:3])=O.CO[C:7]1[CH:12]=[CH:11][C:10]([S:13]([O-:16])(=[O:15])=O)=[C:9]([C:17]([O:19][CH3:20])=[O:18])[CH:8]=1.[Na+].CN(C)[CH:24]=[O:25]>>[Cl:3][S:13]([C:10]1[CH:11]=[C:12]([O:25][CH3:24])[CH:7]=[CH:8][C:9]=1[C:17]([O:19][CH3:20])=[O:18])(=[O:15])=[O:16] |f:1.2|. Procedure: To 500 ml of thionyl chloride was added portionwise over 1 hour 100 g of the compound of Example 3. The reaction mixture was stirred 0.5 hours, and 5 ml of dimethylformamide was added over 1 hour. The mixture was refluxed overnight. The orange solution was cooled to ambient temperature and concentrated in vacuo to a yellow semisolid. The reaction product was dissolved in 250 ml dichloromethane, and the solution was concentrated in vacuo. The resulting solid was partitioned between ether and wate...